This data is from the Open Reaction Database (ORD), a public repository of structured organic reaction records. The task is: describe an organic reaction: reactants, conditions, products, and yield Reactants: CCO, O=Cc1ccccc1OC(F)F, N#C[K], O, O=S(=O)(O)O. Yields the product N#CC(O)c1ccccc1OC(F)F. RXN SMILES: [CH3:22][CH2:23][OH:24].[F:4][CH:5]([O:6][c:7]1[c:8]([CH:9]=[O:10])[cH:11][cH:12][cH:13][cH:14]1)[F:15].[K:1][C:2]#[N:3].[OH2:21].[S:16](=[O:17])(=[O:18])([OH:19])[OH:20]>>[C:2](#[N:3])[CH:9]([c:8]1[c:7]([O:6][CH:5]([F:4])[F:15])[cH:14][cH:13][cH:12][cH:11]1)[OH:10]. The reactants are C1(=CC=CC=C1)C1CC(C2=CC=CC=C12)CC(=O)OCC (ethyl 3-phenylindan-1-acetate), [OH-].[Na+] (sodium hydroxide). The solvent is C(C)O (ethanol). Yields the product C1(=CC=CC=C1)C1CC(C2=CC=CC=C12)CC(=O)O (3-Phenyl-1-indanacetic acid). Reaction SMILES: [C:1]1([CH:7]2[C:15]3[C:10](=[CH:11][CH:12]=[CH:13][CH:14]=3)[CH:9]([CH2:16][C:17]([O:19]CC)=[O:18])[CH2:8]2)[CH:6]=[CH:5][CH:4]=[CH:3][CH:2]=1.[OH-].[Na+]>C(O)C>[C:1]1([CH:7]2[C:15]3[C:10](=[CH:11][CH:12]=[CH:13][CH:14]=3)[CH:9]([CH2:16][C:17]([OH:19])=[O:18])[CH2:8]2)[CH:2]=[CH:3][CH:4]=[CH:5][CH:6]=1 |f:1.2|. Procedure: 3-Phenyl-1-indanone (83 g, 0.4 mol) was dried by refluxing in C6H6 (120 ml) with removal of the azeotroped H2O. To this solution was added Et2O (120 ml) and Zn wool (26.25 g, 0.4 mol). The reaction mixture was heated to near reflux and a crystal of I2 added. Ethyl bromoacetate (110 g, 0.6 mol) was added over 2 hours, the temperature being kept near reflux by heat of reaction and some external heating. After the addition, the mixture was stirred and refluxed for a further 0.5 hour, cooled and pou...